From a dataset of the Open Reaction Database (ORD), a public repository of structured organic reaction records. describe an organic reaction: reactants, conditions, products, and yield Reactants: Cl.C(C1=CC=CC=C1)OC1=C2CCNCC2=CC=C1OC (5-benzyloxy-1,2,3,4-tetrahydro-6-methoxy-isoquinoline-hydrochloride), C(C)(=O)[O-].[Na+] (sodium acetate), C(C)(=O)OC(C)=O (acetic anhydride), C(Cl)Cl (methylene chloride). Run in O (water). Reaction conditions: time 1 hour. Yields the product C(C)(=O)N1CC2=CC=C(C(=C2CC1)OCC1=CC=CC=C1)OC (2-acetyl-5-benzyloxy-1,2,3,4-tetrahydro-6-methoxy-isoquinoline). Yield: 79.9%. RXN SMILES: Cl.[CH2:2]([O:9][C:10]1[C:19]([O:20][CH3:21])=[CH:18][CH:17]=[C:16]2[C:11]=1[CH2:12][CH2:13][NH:14][CH2:15]2)[C:3]1[CH:8]=[CH:7][CH:6]=[CH:5][CH:4]=1.[C:22]([O-])(=[O:24])[CH3:23].[Na+].C(OC(=O)C)(=O)C.C(Cl)Cl>O>[C:22]([N:14]1[CH2:13][CH2:12][C:11]2[C:16](=[CH:17][CH:18]=[C:19]([O:20][CH3:21])[C:10]=2[O:9][CH2:2][C:3]2[CH:8]=[CH:7][CH:6]=[CH:5][CH:4]=2)[CH2:15]1)(=[O:24])[CH3:23] |f:0.1,2.3|. Procedure details: A mixture of 122.3 g of 5-benzyloxy-1,2,3,4-tetrahydro-6-methoxy-isoquinoline-hydrochloride, 36.1 g of sodium acetate, 81.7 g of acetic anhydride, and 500 ml of methylene chloride is stirred for 1 hour at the boiling point. After cooling, the mixture is combined with 500 ml of water and the organic phase is separated and evaporated to dryness under reduced pressure. 99.5 g of 2-acetyl-5-benzyloxy-1,2,3,4-tetrahydro-6-methoxy-isoquinoline are obtained. m.p. = 94° - 95° C. (ethyl acetate - diisopr... Product: C(C)(C)(C)[N+]([O-])=NC(C)(C)OC (2-t-Butylazoxy-2-methoxypropane), colorless liquid. Starting materials: C(C)(C)(C)N=NC(C)(C)OC (2-t-butylazo-2-methoxypropane), C(C)(=O)OO (peracetic acid). Reported procedure: 2-t-Butylazoxy-2-methoxypropane was prepared by oxidizing 7.9 grams (0.05 moles) 2-t-butylazo-2-methoxypropane with 50 ml. of 25% peracetic acid in ethyl acetate at 30°-40° C. for 2 hours. The yield was 7.3 grams (84% yield) of a colorless liquid. The infrared spectrum of the product was in agreement with the structure of 2-t-butylazoxy-2-methoxypropane (2 strong bands at 1450-1510 cm-1). Solvent: C(C)(=O)OCC (ethyl acetate). As a reaction SMILES: [C:1]([N:5]=[N:6][C:7]([O:10][CH3:11])([CH3:9])[CH3:8])([CH3:4])([CH3:3])[CH3:2].C(OO)(=[O:14])C>C(OCC)(=O)C>[C:1]([N+:5](=[N:6][C:7]([O:10][CH3:11])([CH3:9])[CH3:8])[O-:14])([CH3:4])([CH3:3])[CH3:2]. Isolated yield 84.0%. Starting materials: BrCC1CCCO1, O=C([O-])[O-], CN(C)C=O, Clc1ncnc2cc[nH]c12, [Cs+], [Cs+], O. Product: Clc1ncnc2ccn(CC3CCCO3)c12. Reaction SMILES: [Br:17][CH2:18][CH:19]1[O:20][CH2:21][CH2:22][CH2:23]1.[C:11](=[O:12])([O-:13])[O-:14].[CH3:24][N:25]([CH3:26])[CH:27]=[O:28].[Cl:1][c:2]1[c:3]2[c:4]([n:5][cH:6][n:7]1)[cH:8][cH:9][nH:10]2.[Cs+:15].[Cs+:16].[OH2:29]>>[Cl:1][c:2]1[c:3]2[c:4]([n:5][cH:6][n:7]1)[cH:8][cH:9][n:10]2[CH2:18][CH:19]1[O:20][CH2:21][CH2:22][CH2:23]1. Reactants: IC1=CC=C(C=C1)C=1OC(=NN1)CN1CCCC1 (2-(4-iodophenyl)-5-pyrrolidin-1-ylmethyl-[1,3,4]oxadiazole), IC1=CC=C(C=C1)C=1OC(=NN1)CN1CCCC1 (2-(4-iodophenyl)-5-pyrrolidin-1-ylmethyl-[1,3,4]oxadiazole), C1(CC1)NC(C1=CC(=C(C=C1)C)B1OC(C(O1)(C)C)(C)C)=O (N-cyclopropyl-4-methyl-3-(4,4,5,5-tetramethyl-[1,3,2]-dioxaborolan-2-yl)benzamide), C1(CC1)NC(C1=CC(=C(C=C1)C)B1OC(C(O1)(C)C)(C)C)=O (N-cyclopropyl-4-methyl-3-(4,4,5,5-tetramethyl-[1,3,2]-dioxaborolan-2-yl)benzamide). Yields the product C1(CC1)NC(=O)C=1C=C(C(=CC1)C)C1=CC=C(C=C1)C=1OC(=NN1)CN1CCCC1 (6-Methyl-4′-(5-pyrrolidin-1-ylmethyl-[1,3,4]oxadiazol-2-yl)-biphenyl-3-carboxylic acid cyclopropylamide). As a reaction SMILES: I[C:2]1[CH:7]=[CH:6][C:5]([C:8]2[O:9][C:10]([CH2:13][N:14]3[CH2:18][CH2:17][CH2:16][CH2:15]3)=[N:11][N:12]=2)=[CH:4][CH:3]=1.[CH:19]1([NH:22][C:23](=[O:40])[C:24]2[CH:29]=[CH:28][C:27]([CH3:30])=[C:26](B3OC(C)(C)C(C)(C)O3)[CH:25]=2)[CH2:21][CH2:20]1>>[CH:19]1([NH:22][C:23]([C:24]2[CH:29]=[C:28]([C:2]3[CH:7]=[CH:6][C:5]([C:8]4[O:9][C:10]([CH2:13][N:14]5[CH2:18][CH2:17][CH2:16][CH2:15]5)=[N:11][N:12]=4)=[CH:4][CH:3]=3)[C:27]([CH3:30])=[CH:26][CH:25]=2)=[O:40])[CH2:20][CH2:21]1. Procedure details: Example 12 was prepared from 2-(4-iodophenyl)-5-pyrrolidin-1-ylmethyl-[1,3,4]oxadiazole (Intermediate 8) and N-cyclopropyl-4-methyl-3-(4,4,5,5-tetramethyl-[1,3,2]-dioxaborolan-2-yl)benzamide (Intermediate 17). Starting materials: P(C(C)(C)C)(C(C)(C)C)C(C)(C)C (P(tBu)3), ClC1=NC(=CC2=CC(=CC=C12)OC)NC1=NNC(=C1)C ((1-Chloro-6-methoxy-isoquinolin-3-yl)-(5-methyl-1H-pyrazol-3-yl)-amine), C1(CC1)B(O)O (cyclopropyl boronic acid), [O-]P(=O)([O-])[O-].[K+].[K+].[K+] (K3PO4). The reagents and catalysts are Cl[Pd]Cl (PdCl2). Solvent: O1CCOCC1.O (Dioxane H2O). Conditions: temperature 130 celsius, time 8 hour. The product is C1(CC1)C1=NC(=CC2=CC(=CC=C12)OC)NC1=NNC(=C1)C ((1-Cyclopropyl-6-methoxy-isoquinolin-3-yl)-(5-methyl-1H-pyrazol-3-yl)-amine). The yield is 0.8%. Reaction SMILES: Cl[C:2]1[C:11]2[C:6](=[CH:7][C:8]([O:12][CH3:13])=[CH:9][CH:10]=2)[CH:5]=[C:4]([NH:14][C:15]2[CH:19]=[C:18]([CH3:20])[NH:17][N:16]=2)[N:3]=1.[CH:21]1(B(O)O)[CH2:23][CH2:22]1.[O-]P([O-])([O-])=O.[K+].[K+].[K+].P(C(C)(C)C)(C(C)(C)C)C(C)(C)C>Cl[Pd]Cl.O1CCOCC1.O>[CH:21]1([C:2]2[C:11]3[C:6](=[CH:7][C:8]([O:12][CH3:13])=[CH:9][CH:10]=3)[CH:5]=[C:4]([NH:14][C:15]3[CH:19]=[C:18]([CH3:20])[NH:17][N:16]=3)[N:3]=2)[CH2:23][CH2:22]1 |f:2.3.4.5,8.9|. Procedure: To a mixture of (1-Chloro-6-methoxy-isoquinolin-3-yl)-(5-methyl-1H-pyrazol-3-yl)-amine (0.2887 g 1 mmol), cyclopropyl boronic acid (0.1718 g, 2 mmol), PdCl2 (0.0177 g, 10% mmol), and K3PO4 (0.5307 g, 2.5 mmol) under Argon was added Dioxane/H2O=10:1(1 ml) and P(tBu)3 (20% mmol). The mixture was heated to 130° C. and stirred overnight. The product was purified by preparative HPLC to give 2.5 mg of solid. LC-MS: m/e 295 (MH+). The reactants are CC(C)(C)OC(=O)NN, CN(C)c1ccncc1, CC#N, CC(C)(Oc1ccc(Cl)cc1F)C(=O)O. Product: CC(C)(Oc1ccc(Cl)cc1F)C(=O)NN. Reaction SMILES: [C:1]([NH:2][NH2:3])([O:4][C:5]([CH3:6])([CH3:7])[CH3:8])=[O:9].[CH3:25][N:26]([CH3:27])[c:28]1[cH:29][cH:30][n:31][cH:32][cH:33]1.[CH3:34][C:35]#[N:36].[Cl:10][c:11]1[cH:12][c:13]([F:24])[c:14]([O:15][C:16]([C:17](=[O:18])[OH:19])([CH3:20])[CH3:21])[cH:22][cH:23]1>>[NH:2]([NH2:3])[C:17]([C:16]([O:15][c:14]1[c:13]([F:24])[cH:12][c:11]([Cl:10])[cH:23][cH:22]1)([CH3:20])[CH3:21])=[O:18]. Reactants: CCOC(=O)CN(CC(N)C(=O)OC(C)(C)C)C(=O)Cc1c[nH]c(=O)[nH]c1=O, Cl, [Na+], [OH-]. The product is CC(C)(C)OC(=O)C(N)CN(CC(=O)O)C(=O)Cc1c[nH]c(=O)[nH]c1=O. RXN SMILES: [C:1](=[O:2])([O:3][C:4]([CH3:5])([CH3:6])[CH3:7])[CH:8]([CH2:9][N:10]([CH2:11][C:12](=[O:13])[O:14][CH2:15][CH3:16])[C:17]([CH2:18][c:19]1[c:20](=[O:26])[nH:21][c:22](=[O:25])[nH:23][cH:24]1)=[O:27])[NH2:28].[ClH:29].[Na+:31].[OH-:30]>>[C:1](=[O:2])([O:3][C:4]([CH3:5])([CH3:6])[CH3:7])[CH:8]([CH2:9][N:10]([CH2:11][C:12](=[O:13])[OH:14])[C:17]([CH2:18][c:19]1[c:20](=[O:26])[nH:21][c:22](=[O:25])[nH:23][cH:24]1)=[O:27])[NH2:28]. The reactants are Nc1ccccc1Cl, ClC(Cl)Cl, Nc1c(Cl)cccc1C(=O)O, O=S(Cl)Cl, c1ccccc1. The product is Nc1c(Cl)cccc1C(=O)Nc1ccccc1Cl. As a reaction SMILES: [Cl:16][c:17]1[c:18]([NH2:19])[cH:20][cH:21][cH:22][cH:23]1.[Cl:24][CH:25]([Cl:26])[Cl:27].[NH2:1][c:2]1[c:3]([C:4](=[O:5])[OH:6])[cH:7][cH:8][cH:9][c:10]1[Cl:11].[S:12]([Cl:13])([Cl:14])=[O:15].[cH:28]1[cH:29][cH:30][cH:31][cH:32][cH:33]1>>[NH2:1][c:2]1[c:3]([C:4](=[O:6])[NH:19][c:18]2[c:17]([Cl:16])[cH:23][cH:22][cH:21][cH:20]2)[cH:7][cH:8][cH:9][c:10]1[Cl:11]. Reactants: CC(NC(=O)C(NC(=O)C(CCCc1ccc(Oc2ccccc2)c(F)c1)CC(=O)O)C(C)(C)C)c1ccccc1, CCOC(C)=O, CN(C)C=O, CCN(C(C)C)C(C)C, Cl, NO. Product: CC(NC(=O)C(NC(=O)C(CCCc1ccc(Oc2ccccc2)c(F)c1)CC(=O)NO)C(C)(C)C)c1ccccc1. RXN SMILES: [CH3:1][C:2]([CH:3]([C:4](=[O:5])[NH:6][CH:7]([CH3:8])[c:9]1[cH:10][cH:11][cH:12][cH:13][cH:14]1)[NH:15][C:16](=[O:17])[CH:18]([CH2:19][C:20](=[O:21])[OH:22])[CH2:23][CH2:24][CH2:25][c:26]1[cH:27][c:28]([F:39])[c:29]([O:32][c:33]2[cH:34][cH:35][cH:36][cH:37][cH:38]2)[cH:30][cH:31]1)([CH3:40])[CH3:41].[CH3:54][CH2:55][O:56][C:57](=[O:58])[CH3:59].[CH3:60][N:61]([CH3:62])[CH:63]=[O:64].[CH:42]([N:43]([CH:44]([CH3:45])[CH3:46])[CH2:47][CH3:48])([CH3:49])[CH3:50].[ClH:51].[NH2:52][OH:53]>>[CH3:1][C:2]([CH:3]([C:4](=[O:5])[NH:6][CH:7]([CH3:8])[c:9]1[cH:10][cH:11][cH:12][cH:13][cH:14]1)[NH:15][C:16](=[O:17])[CH:18]([CH2:19][C:20](=[O:21])[NH:52][OH:53])[CH2:23][CH2:24][CH2:25][c:26]1[cH:27][c:28]([F:39])[c:29]([O:32][c:33]2[cH:34][cH:35][cH:36][cH:37][cH:38]2)[cH:30][cH:31]1)([CH3:40])[CH3:41]. The reactants are ClC1=C(C(=C(C=C1F)N)N)F (4-chloro-3,5-difluoro-1,2-phenylenediamine), C(C(=O)O)(=O)O (oxalic acid). Solvent: Cl (HCl). Yields the product ClC=1C(=C2NC(C(NC2=CC1F)=O)=O)F (6-Chloro-5,7-difluoro-1,4-dihydroquinoxaline-2,3-dione). Isolated yield 81.7%. As a reaction SMILES: [Cl:1][C:2]1[C:7]([F:8])=[CH:6][C:5]([NH2:9])=[C:4]([NH2:10])[C:3]=1[F:11].[C:12](O)(=[O:16])[C:13](O)=[O:14]>Cl>[Cl:1][C:2]1[C:3]([F:11])=[C:4]2[C:5](=[CH:6][C:7]=1[F:8])[NH:9][C:13](=[O:14])[C:12](=[O:16])[NH:10]2. Reported procedure: A mixture of 230 mg (1.29 mmol) of 4-chloro-3,5-difluoro-1,2-phenylenediamine and 125 mg (1.38 mmol) of oxalic acid in 4 mL of 2N HCl was refluxed for 3 h and cooled to room temperature. The mixture was filtered and washed by water, dried to leave a brown solid (245 mg, 82%), mp >250° C. 1H NMR (DMSO-d6), 6.921 (d, 1, J=9.61), 12.143 (s, 1), 12.168 (s, 1). MS, 232 (M+, 100), 204 (80), 176 (40), 149 (70), 171 (80). HRMS calcd for C8H335ClF2N2O2, 231.9848, found 231.9851.